From a dataset of the Open Reaction Database (ORD), a public repository of structured organic reaction records. describe an organic reaction: reactants, conditions, products, and yield Reactants: NC1=C(C(=O)N(C)OC)C=C(C=C1)O[Si](C)(C)C(C)(C)C (2-amino-5-{[tert-butyl(dimethyl)silyl]oxy}-N-methoxy-N-methylbenzamide), Cl (hydrochloric acid), BrC=1SC=CC1 (2-bromothiophene), solution, C(CCC)[Li] (n-butyllithium). Run in O1CCCC1 (tetrahydrofuran), COC (dimethyl ether), CCCCCC (n-hexane). Reaction conditions: temperature -78 celsius, time 30 minute. Product: NC1=C(C=C(C=C1)O[Si](C)(C)C(C)(C)C)C(=O)C=1SC=CC1 ((2-amino-5-{[tert-butyl(dimethyl)silyl]oxy}phenyl)(thien-2-yl)methanone). Isolated yield 45.9%. As a reaction SMILES: Br[C:2]1[S:3][CH:4]=[CH:5][CH:6]=1.C([Li])CCC.[NH2:12][C:13]1[CH:24]=[CH:23][C:22]([O:25][Si:26]([C:29]([CH3:32])([CH3:31])[CH3:30])([CH3:28])[CH3:27])=[CH:21][C:14]=1[C:15](N(OC)C)=[O:16].Cl>COC.CCCCCC.O1CCCC1>[NH2:12][C:13]1[CH:24]=[CH:23][C:22]([O:25][Si:26]([C:29]([CH3:30])([CH3:31])[CH3:32])([CH3:28])[CH3:27])=[CH:21][C:14]=1[C:15]([C:2]1[S:3][CH:4]=[CH:5][CH:6]=1)=[O:16]. Reported procedure: To a solution of 2-bromothiophene (2.7 g, 16 mmol) in dimethyl ether (30 ml) was added dropwise 1.6 M solution (8.9 ml) of n-butyllithium in n-hexane at −78° C. The reaction mixture was stirred at −78° C. for 30 min. and a solution of 2-amino-5-{[tert-butyl(dimethyl)silyl]oxy}-N-methoxy-N-methylbenzamide (2.0 g, 6.4 mmol) in tetrahydrofuran (10 ml) was added dropwise. The reaction mixture was stirred at −78° C. for 30 min. and 0.1N hydrochloric acid was added. The mixture was extracted with ethy... The reactants are CCCC[N+](CCCC)(CCCC)CCCC, C1CCOC1, CCOC(C)=O, C[Si](C)(C)C#CC(O)(C1CC1)C1CC1, [F-]. Yields the product C#CC(O)(C1CC1)C1CC1. Reaction SMILES: [CH2:16]([N+:17]([CH2:18][CH2:19][CH2:20][CH3:21])([CH2:22][CH2:23][CH2:24][CH3:25])[CH2:26][CH2:27][CH2:28][CH3:29])[CH2:30][CH2:31][CH3:32].[CH2:33]1[O:34][CH2:35][CH2:36][CH2:37]1.[CH3:38][CH2:39][O:40][C:41](=[O:42])[CH3:43].[CH:1]1([C:4]([C:5]#[C:6][Si:7]([CH3:8])([CH3:9])[CH3:10])([OH:11])[CH:12]2[CH2:13][CH2:14]2)[CH2:2][CH2:3]1.[F-:15]>>[CH:1]1([C:4]([C:5]#[CH:6])([OH:11])[CH:12]2[CH2:13][CH2:14]2)[CH2:2][CH2:3]1. Reactants: C(CCC)N (n-Butylamine), 23, CN(C=C(SCCN1C(C2=CC=CC=C2C1=O)=O)C(C1=CC=C(C=C1)F)=O)C (2-[2-(2-dimethylamino-1-(4-fluorobenzoyl)vinylthio)ethyl]-1,3-isoindoledione). Run in C(C)O (ethanol). Reaction conditions: time 3 hour. The product is FC1=CC=C(C=C1)C(=O)C=1SCCNC1 (5,6-Dihydro-1,4(4H)-thiazin-2-yl 4-fluorophenyl ketone). RXN SMILES: C(N)CCC.CN(C)C=[C:9]([C:24](=[O:32])[C:25]1[CH:30]=[CH:29][C:28]([F:31])=[CH:27][CH:26]=1)[S:10][CH2:11][CH2:12][N:13]1[C:21](=O)C2C(=CC=CC=2)C1=O>C(O)C>[F:31][C:28]1[CH:27]=[CH:26][C:25]([C:24]([C:9]2[S:10][CH2:11][CH2:12][NH:13][CH:21]=2)=[O:32])=[CH:30][CH:29]=1. Procedure: 2.527 kg (34.5M) n-Butylamine is added to a stirred solution of 23 1 ethanol and 4.58 kg (11,5M) 2-[2-(2-dimethylamino-1-(4-fluorobenzoyl)vinylthio)ethyl]-1,3-isoindoledione under nitrogen atomosphere and the solution is heated at reflux temperature for 24 hours. The reaction mixture is cooled and stirred at 10° for 3 hours. The crude product is collected by filtration, washed several times with ethanol and ether and dried. The crude product is dissolved at 90° in dimethylformamide and the solut... Reactants: Cc1ccc(Oc2cccc(C=O)c2)cc1, FC(F)(F)c1nnc2ccc(N3CCNCC3)nn12. The product is Cc1ccc(Oc2cccc(CN3CCN(c4ccc5nnc(C(F)(F)F)n5n4)CC3)c2)cc1. Reaction SMILES: [CH3:20][c:21]1[cH:22][cH:23][c:24]([O:25][c:26]2[cH:27][c:28]([CH:29]=[O:30])[cH:31][cH:32][cH:33]2)[cH:34][cH:35]1.[N:1]1([c:7]2[cH:8][cH:9][c:10]3[n:11]([n:12]2)[c:13]([C:16]([F:17])([F:18])[F:19])[n:14][n:15]3)[CH2:2][CH2:3][NH:4][CH2:5][CH2:6]1>>[N:1]1([c:7]2[cH:8][cH:9][c:10]3[n:11]([n:12]2)[c:13]([C:16]([F:17])([F:18])[F:19])[n:14][n:15]3)[CH2:2][CH2:3][N:4]([CH2:29][c:28]2[cH:27][c:26]([O:25][c:24]3[cH:23][cH:22][c:21]([CH3:20])[cH:35][cH:34]3)[cH:33][cH:32][cH:31]2)[CH2:5][CH2:6]1. Starting materials: CC(C)(C)[Si](C)(C)Oc1cc(Br)ccc1C1C(CCC(O[Si](C)(C)C(C)(C)C)c2ccc(F)cc2)C(=O)N1c1ccccc1, O=C([O-])[O-], COP(=O)(OC)c1cccc(B2OC(C)(C)C(C)(C)O2)c1, CCO, Cc1ccccc1, [K+], [K+]. Product: COP(=O)(OC)c1cccc(-c2ccc(C3C(CCC(O[Si](C)(C)C(C)(C)C)c4ccc(F)cc4)C(=O)N3c3ccccc3)c(O[Si](C)(C)C(C)(C)C)c2)c1. RXN SMILES: [Br:1][c:2]1[cH:3][c:4]([O:37][Si:38]([CH3:39])([CH3:40])[C:41]([CH3:42])([CH3:43])[CH3:44])[c:5]([CH:8]2[CH:9]([CH2:19][CH2:20][CH:21]([c:22]3[cH:23][cH:24][c:25]([F:28])[cH:26][cH:27]3)[O:29][Si:30]([CH3:31])([CH3:32])[C:33]([CH3:34])([CH3:35])[CH3:36])[C:10](=[O:18])[N:11]2[c:12]2[cH:13][cH:14][cH:15][cH:16][cH:17]2)[cH:6][cH:7]1.[C:66](=[O:67])([O-:68])[O-:69].[CH3:45][C:46]1([CH3:47])[C:48]([CH3:49])([CH3:50])[O:51][B:52]([c:53]2[cH:54][c:55]([P:59]([O:60][CH3:61])([O:62][CH3:63])=[O:64])[cH:56][cH:57][cH:58]2)[O:65]1.[CH3:72][CH2:73][OH:74].[CH3:75][c:76]1[cH:77][cH:78][cH:79][cH:80][cH:81]1.[K+:70].[K+:71]>>[c:2]1(-[c:53]2[cH:54][c:55]([P:59]([O:60][CH3:61])([O:62][CH3:63])=[O:64])[cH:56][cH:57][cH:58]2)[cH:3][c:4]([O:37][Si:38]([CH3:39])([CH3:40])[C:41]([CH3:42])([CH3:43])[CH3:44])[c:5]([CH:8]2[CH:9]([CH2:19][CH2:20][CH:21]([c:22]3[cH:23][cH:24][c:25]([F:28])[cH:26][cH:27]3)[O:29][Si:30]([CH3:31])([CH3:32])[C:33]([CH3:34])([CH3:35])[CH3:36])[C:10](=[O:18])[N:11]2[c:12]2[cH:13][cH:14][cH:15][cH:16][cH:17]2)[cH:6][cH:7]1. The reactants are Cl.ClC=1C(=C(NC2=NC=NC3=CC(=C(C=C23)O[C@@H]2CNCC2)OC)C=CC1)F (4-(3-chloro-2-fluoroanilino)-7-methoxy-6-[(3S)-pyrrolidin-3-yloxy]quinazoline hydrochloride), CN(S(=O)(=O)Cl)C (Dimethylsulfamoyl chloride). Solvent: C(Cl)Cl (methylene chloride), N1=CC=CC=C1 (pyridine), C(C)(C)N(CC)C(C)C (di-isopropylethyl amine). Run at time 8 hour. Yields the product ClC=1C(=C(NC2=NC=NC3=CC(=C(C=C23)O[C@@H]2CN(CC2)S(N(C)C)(=O)=O)OC)C=CC1)F (4-(3-Chloro-2-fluoroanilino)-7-methoxy-6-[(3S)-1-(N,N-dimethylsulfamoyl)pyrrolidin-3-yloxy]quinazoline). Yield: 53.5%. RXN SMILES: Cl.[Cl:2][C:3]1[C:4]([F:28])=[C:5]([CH:25]=[CH:26][CH:27]=1)[NH:6][C:7]1[C:16]2[C:11](=[CH:12][C:13]([O:23][CH3:24])=[C:14]([O:17][C@H:18]3[CH2:22][CH2:21][NH:20][CH2:19]3)[CH:15]=2)[N:10]=[CH:9][N:8]=1.[CH3:29][N:30]([CH3:35])[S:31](Cl)(=[O:33])=[O:32]>C(Cl)Cl.N1C=CC=CC=1.C(N(C(C)C)CC)(C)C>[Cl:2][C:3]1[C:4]([F:28])=[C:5]([CH:25]=[CH:26][CH:27]=1)[NH:6][C:7]1[C:16]2[C:11](=[CH:12][C:13]([O:23][CH3:24])=[C:14]([O:17][C@H:18]3[CH2:22][CH2:21][N:20]([S:31](=[O:33])(=[O:32])[N:30]([CH3:35])[CH3:29])[CH2:19]3)[CH:15]=2)[N:10]=[CH:9][N:8]=1 |f:0.1|. Procedure: 4-(3-chloro-2-fluoroanilino)-7-methoxy-6-[(3S)-pyrrolidin-3-yloxy]quinazoline hydrochloride (0.21 g, 0.49 mmole; prepared as described in Example 30-preparation of starting materials) was dissolved in a mixture of methylene chloride (4 ml), pyridine (1 ml) and di-isopropylethyl amine (0.17 ml) under a nitrogen atmosphere. Dimethylsulfamoyl chloride (0.08 ml, 0.75 mmole) was added to the stirred solution. After stirring overnight at ambient temperature, the reaction mixture was partitioned betwee...